Task: describe an organic reaction: reactants, conditions, products, and yield. Dataset: the Open Reaction Database (ORD), a public repository of structured organic reaction records Reaction SMILES: [CH3:1][C:2]1[CH:7]=[CH:6][N:5]=[CH:4][C:3]=1[N:8]1[CH2:12][CH2:11][NH:10][C:9]1=[O:13].Br[C:15]1[CH:16]=[N:17][N:18]([C:20]([C:33]2[CH:38]=[CH:37][CH:36]=[CH:35][CH:34]=2)([C:27]2[CH:32]=[CH:31][CH:30]=[CH:29][CH:28]=2)[C:21]2[CH:26]=[CH:25][CH:24]=[CH:23][CH:22]=2)[CH:19]=1.N[C@@H]1CCCC[C@H]1N.C(=O)([O-])[O-].[K+].[K+]>[Cu](I)I.O1CCOCC1>[CH3:1][C:2]1[CH:7]=[CH:6][N:5]=[CH:4][C:3]=1[N:8]1[CH2:12][CH2:11][N:10]([C:15]2[CH:16]=[N:17][N:18]([C:20]([C:27]3[CH:32]=[CH:31][CH:30]=[CH:29][CH:28]=3)([C:21]3[CH:22]=[CH:23][CH:24]=[CH:25][CH:26]=3)[C:33]3[CH:38]=[CH:37][CH:36]=[CH:35][CH:34]=3)[CH:19]=2)[C:9]1=[O:13] |f:3.4.5|. Yields the product CC1=C(C=NC=C1)N1C(N(CC1)C=1C=NN(C1)C(C1=CC=CC=C1)(C1=CC=CC=C1)C1=CC=CC=C1)=O (1-(4-Methyl-pyridin-3-yl)-3-(1-trityl-1H-pyrazol-4-yl)-imidazolidin-2-one). Run in O1CCOCC1 (1,4-dioxane). The reagents and catalysts are [Cu](I)I (copper iodide). Isolated yield 60.8%. Starting materials: CC1=C(C=NC=C1)N1C(NCC1)=O (1-(4-methyl-pyridin-3-yl)-imidazolidin-2-one), BrC=1C=NN(C1)C(C1=CC=CC=C1)(C1=CC=CC=C1)C1=CC=CC=C1 (4-bromo-1-trityl-1H-pyrazole), N[C@H]1[C@@H](CCCC1)N (trans-1,2-diamino cyclohexane), C([O-])([O-])=O.[K+].[K+] (potassium carbonate). Reported procedure: Using the same reaction conditions as in Example 14, 1-(4-methyl-pyridin-3-yl)-imidazolidin-2-one (I-14b: 150 mg, 0.8465 mmol) was reacted with 4-bromo-1-trityl-1H-pyrazole (369.3 mg, 0.8465 mmol), 1,4-dioxane (50 mL), copper iodide (16 mg, 0.08465 mmol), trans-1,2-diamino cyclohexane (29 mg, 0.2539 mmol) and potassium carbonate (468 mg, 3.3860 mmol) to afford the crude product. Purification by column chromatography on silica gel (2% MeOH in chloroform) afforded 250 mg of 1-(4-Methyl-pyridin-3-y... The reactants are C(C)(C)(C)P(C(C)(C)C)C(C)(C)C (tri-tert-butylphosphine), FC(C=1C=C(C=C(C1)C(F)(F)F)[C@@H]1[C@@H](N(C(O1)=O)CC1=C(C=CC=C1F)Cl)C)(F)F ((4S,5R)-5-[3,5-bis(trifluoromethyl)phenyl]-3-(2-chloro-6-fluorobenzyl)-4-methyl-1,3-oxazolidin-2-one), FC1=CC(=C(C=C1C(C)C)B(O)O)OC ((4-fluoro-5-isopropyl-2-methoxyphenyl)boronic acid), [OH-].[K+] (potassium hydroxide), C(C)(C)(C)P(C(C)(C)C)C(C)(C)C (tri-tert-butylphosphine). The reagents and catalysts are C(C)(=O)[O-].[Pd+2].C(C)(=O)[O-] (palladium(II) acetate), C(C)(=O)[O-].[Pd+2].C(C)(=O)[O-] (Palladium(II) acetate). The solvent is CCCCCC (hexane), O1CCOCC1 (1,4-dioxane), CCCCCC (hexane). Product: FC(C=1C=C(C=C(C1)C(F)(F)F)[C@@H]1[C@@H](N(C(O1)=O)CC1=C(C=CC=C1F)C1=C(C=C(C(=C1)C(C)C)F)OC)C)(F)F ((4S,5R)-5-[3,5-bis(trifluoromethyl)phenyl]-3-[(3,4′-difluoro-5′-isopropyl-2′-methoxybiphenyl-2-yl)methyl]-4-methyl-1,3-oxazolidin-2-one). RXN SMILES: [F:1][C:2]([F:30])([F:29])[C:3]1[CH:4]=[C:5]([C@H:13]2[O:17][C:16](=[O:18])[N:15]([CH2:19][C:20]3[C:25]([F:26])=[CH:24][CH:23]=[CH:22][C:21]=3Cl)[C@H:14]2[CH3:28])[CH:6]=[C:7]([C:9]([F:12])([F:11])[F:10])[CH:8]=1.[F:31][C:32]1[C:37]([CH:38]([CH3:40])[CH3:39])=[CH:36][C:35](B(O)O)=[C:34]([O:44][CH3:45])[CH:33]=1.[OH-].[K+].C(P(C(C)(C)C)C(C)(C)C)(C)(C)C>O1CCOCC1.C([O-])(=O)C.[Pd+2].C([O-])(=O)C.CCCCCC>[F:1][C:2]([F:30])([F:29])[C:3]1[CH:4]=[C:5]([C@H:13]2[O:17][C:16](=[O:18])[N:15]([CH2:19][C:20]3[C:25]([F:26])=[CH:24][CH:23]=[CH:22][C:21]=3[C:35]3[CH:36]=[C:37]([CH:38]([CH3:40])[CH3:39])[C:32]([F:31])=[CH:33][C:34]=3[O:44][CH3:45])[C@H:14]2[CH3:28])[CH:6]=[C:7]([C:9]([F:12])([F:11])[F:10])[CH:8]=1 |f:2.3,6.7.8|. Procedure details: To a solution of (4S,5R)-5-[3,5-bis(trifluoromethyl)phenyl]-3-(2-chloro-6-fluorobenzyl)-4-methyl-1,3-oxazolidin-2-one (327 mg, 0.72 mmol) in 1,4-dioxane (4 mL) was added (4-fluoro-5-isopropyl-2-methoxyphenyl)boronic acid (228 mg, 1.08 mmol), Palladium(II) acetate (33 mg, 20 mol %), potassium hydroxide (588 μL, 3M, 2.5 eq.) and tri-tert-butylphosphine (44 mg, 0.22 mmol, 30 mol % as a 10% w/w hexane solution). The resulting reaction mixture was purged with nitrogen and sealed in a microwave vessel... Starting materials: CN(C)C(=O)Cl, c1ccc2c(c1)CCCN2Cc1c[nH]cn1, c1ccncc1. The product is CN(C)C(=O)n1cnc(CN2CCCc3ccccc32)c1. As a reaction SMILES: [CH3:17][N:18]([C:19](=[O:20])[Cl:21])[CH3:22].[N:1]1([CH2:11][c:12]2[n:13][cH:14][nH:15][cH:16]2)[CH2:2][CH2:3][CH2:4][c:5]2[cH:6][cH:7][cH:8][cH:9][c:10]21.[cH:23]1[cH:24][cH:25][n:26][cH:27][cH:28]1>>[N:1]1([CH2:11][c:12]2[n:13][cH:14][n:15]([C:19]([N:18]([CH3:17])[CH3:22])=[O:20])[cH:16]2)[CH2:2][CH2:3][CH2:4][c:5]2[cH:6][cH:7][cH:8][cH:9][c:10]21. The reactants are C1=2C(=O)OC(NC1=CC=CC2)=O (Isatoic anhydride), C(C)OCCN1C(=NC2=C1C=CC=C2)N[C@H]2C[C@@H](NCC2)CC2=CC=CC=C2 ((±)-trans-1-(2-ethoxyethyl)-N-[2-(phenylmethyl)-4-piperidinyl]-1H-benzimidazol-2-amine). The solvent is C(Cl)Cl (CH2Cl2). Run at time 3 hour. Product: NC1=C(C(=O)N2[C@H](C[C@@H](CC2)NC2=NC3=C(N2CCOCC)C=CC=C3)CC3=CC=CC=C3)C=CC=C1 ((±)-trans-1-[2-aminobenzoyl]-4-[[1-(2-ethoxyethyl)-1H-benzimidazol-2-yl]amino]-2-(phenylmethyl)piperidine). Yield: 33.5%. As a reaction SMILES: [C:1]12[C:7](=[CH:8][CH:9]=[CH:10][CH:11]=1)[NH:6]C(=O)[O:4][C:2]2=O.[CH2:13]([O:15][CH2:16][CH2:17][N:18]1[C:22]2[CH:23]=[CH:24][CH:25]=[CH:26][C:21]=2[N:20]=[C:19]1[NH:27][C@@H:28]1[CH2:33][CH2:32][NH:31][C@@H:30]([CH2:34][C:35]2[CH:40]=[CH:39][CH:38]=[CH:37][CH:36]=2)[CH2:29]1)[CH3:14]>C(Cl)Cl>[NH2:6][C:7]1[CH:8]=[CH:9][CH:10]=[CH:11][C:1]=1[C:2]([N:31]1[CH2:32][CH2:33][C@@H:28]([NH:27][C:19]2[N:18]([CH2:17][CH2:16][O:15][CH2:13][CH3:14])[C:22]3[CH:23]=[CH:24][CH:25]=[CH:26][C:21]=3[N:20]=2)[CH2:29][C@@H:30]1[CH2:34][C:35]1[CH:36]=[CH:37][CH:38]=[CH:39][CH:40]=1)=[O:4]. Reported procedure: Isatoic anhydride (0.49 g) was added to a mixture of (±)-trans-1-(2-ethoxyethyl)-N-[2-(phenylmethyl)-4-piperidinyl]-1H-benzimidazol-2-amine (1.14 g) in CH2Cl2 (150 ml), the mixture was stirred for 3 hours and then refluxed for 3 hours. The solvent was evaporated, 2-propanol (100 ml) was added to the residue and the mixture was refluxed for 18 hours. Isatoic anhydride (0.2 g) was added again and the mixture was refluxed for 4 hours. The solvent was evaporated and the residue was purified by colum... Starting materials: C[Si](OC1=NC=CC(=C1)O[Si](C)(C)C)(C)C (2,4-bis(trimethylsilyloxy)-pyridine), CC(C(=O)Cl)C (2-methylpropionyl chloride). Run in C(Cl)Cl (methylene chloride). Run at time 1 hour. Product: OC1=CC(=NC=C1)OC(C(C)C)=O (4-hydroxy-2-(2-methylpropanoyloxy)-pyridine). The yield is 16.2%. Reaction SMILES: C[Si](C)(C)[O:3][C:4]1[CH:9]=[C:8]([O:10][Si](C)(C)C)[CH:7]=[CH:6][N:5]=1.[CH3:17][CH:18]([CH3:22])[C:19](Cl)=[O:20]>C(Cl)Cl>[OH:10][C:8]1[CH:7]=[CH:6][N:5]=[C:4]([O:3][C:19](=[O:20])[CH:18]([CH3:22])[CH3:17])[CH:9]=1. Reported procedure: To 2.0 g of 2,4-bis(trimethylsilyloxy)-pyridine in 20 ml of methylene chloride was added 1.01 g of 2-methylpropionyl chloride and the mixture was stirred at room temperature for one hour. Following thereafter the general procedure of Example 27, 230 mg of the title compound was obtained in a yield of 16.1%. Reactants: NC1=CC=CC=C1 (aniline), COC1=CC=C(C=C1)Br (4-methoxy-bromobenzene), C1(=CC=CC=C1)C (toluene), O([Na])C(C)(C)C (NaO-t-Bu), P(C(C)(C)C)(C(C)(C)C)C(C)(C)C (P(t-Bu)3). The reagents and catalysts are C=1C=CC(=CC1)/C=C/C(=O)/C=C/C2=CC=CC=C2.C=1C=CC(=CC1)/C=C/C(=O)/C=C/C2=CC=CC=C2.C=1C=CC(=CC1)/C=C/C(=O)/C=C/C2=CC=CC=C2.[Pd].[Pd] (Pd2(dba)3). Reaction conditions: temperature 100 celsius, time 12 hour. Yields the product COC1=CC=C(C=C1)N(C1=CC=CC=C1)C1=CC=C(C=C1)OC (Bis(4-methoxyphenyl)phenylamine). Yield: 65.0%. RXN SMILES: [NH2:1][C:2]1[CH:7]=[CH:6][CH:5]=[CH:4][CH:3]=1.[CH3:8][O:9][C:10]1[CH:15]=[CH:14][C:13](Br)=[CH:12][CH:11]=1.[O:17]([C:19](C)(C)C)[Na].P(C(C)(C)C)(C(C)(C)C)C(C)(C)C.[C:36]1(C)[CH:41]=[CH:40][CH:39]=[CH:38][CH:37]=1>C1C=CC(/C=C/C(/C=C/C2C=CC=CC=2)=O)=CC=1.C1C=CC(/C=C/C(/C=C/C2C=CC=CC=2)=O)=CC=1.C1C=CC(/C=C/C(/C=C/C2C=CC=CC=2)=O)=CC=1.[Pd].[Pd]>[CH3:19][O:17][C:5]1[CH:6]=[CH:7][C:2]([N:1]([C:13]2[CH:14]=[CH:15][C:10]([O:9][CH3:8])=[CH:11][CH:12]=2)[C:36]2[CH:41]=[CH:40][CH:39]=[CH:38][CH:37]=2)=[CH:3][CH:4]=1 |f:5.6.7.8.9|. Reported procedure: 9 g of aniline and 9 g of 4-methoxy-bromobenzene was dissolved in toluene (250 mL). NaO-t-Bu (5.3 g), Pd2(dba)3 (0.4 g), and P(t-Bu)3 (0.5 g) were added to the above solution at room temperature. The reaction mixture was stirred at 100° C. for 12 hours under N2. After cooling to room temperature, the mixture was quenched by adding aqueous ammonia (300 mL). An organic layer was separated from the reactant solution using methylene chloride and dried using magnesium sulfate. Then, methylene chlorid... Solvent: C1CCOC1 (THF), C1CCOC1 (THF). Procedure details: An ice cooled suspension of 2-((8-fluoro-5-methylchroman-6-yl)methyl)-N-methylbenzamide (300 mg, 0.957 mmol) in THF (5 mL) was treated with 2.5M nBuLi in hexanes (804 μl, 2.010 mmol). Upon addition of the n-BuLi, the reaction became homogeneous and dark red in color. After 10 min, a solution of (2S)-5,6-dimethoxy-5,6-dimethyl-1,4-dioxane-2-carbonitrile (289 mg, 1.436 mmol) in THF (0.5 mL) was added and the colorless solution was maintained at 0° C. for 5 min. The reaction was quenched with sat. ... Run at temperature 0 celsius, time 10 minute. Reactants: ice, [Li]CCCC (n-BuLi), FC=1C=C(C(=C2CCCOC12)C)CC1=C(C(=O)NC)C=CC=C1 (2-((8-fluoro-5-methylchroman-6-yl)methyl)-N-methylbenzamide), COC1(OC[C@@H](OC1(C)OC)C#N)C ((2S)-5,6-dimethoxy-5,6-dimethyl-1,4-dioxane-2-carbonitrile), [Li]CCCC (nBuLi), hexanes. RXN SMILES: [F:1][C:2]1[CH:3]=[C:4]([CH2:13][C:14]2[CH:23]=[CH:22][CH:21]=[CH:20][C:15]=2[C:16]([NH:18][CH3:19])=[O:17])[C:5]([CH3:12])=[C:6]2[C:11]=1[O:10][CH2:9][CH2:8][CH2:7]2.[Li]CCCC.[CH3:29][O:30][C:31]1([CH3:42])[C:36]([O:38][CH3:39])([CH3:37])[O:35][C@@H:34](C#N)[CH2:33][O:32]1>C1COCC1>[CH3:39][O:38][C:36]1([CH3:37])[C:31]([O:30][CH3:29])([CH3:42])[O:32][C@@H:33]([C:19]2[NH:18][C:16](=[O:17])[C:15]3[C:14]([C:13]=2[C:4]2[C:5]([CH3:12])=[C:6]4[C:11](=[C:2]([F:1])[CH:3]=2)[O:10][CH2:9][CH2:8][CH2:7]4)=[CH:23][CH:22]=[CH:21][CH:20]=3)[CH2:34][O:35]1. Product: COC1(OC[C@@H](OC1(C)OC)C=1NC(C2=CC=CC=C2C1C=1C(=C2CCCOC2=C(C1)F)C)=O)C (3-((2S)-5,6-dimethoxy-5,6-dimethyl-1,4-dioxan-2-yl)-4-(8-fluoro-5-methylchroman-6-yl)isoquinolin-1(2H)-one). Isolated yield 88.2%.